Task: describe an organic reaction: reactants, conditions, products, and yield. Dataset: the Open Reaction Database (ORD), a public repository of structured organic reaction records Starting materials: O=C(c1ccncc1Br)N1CCOc2ccccc21, O=C([O-])[O-], Cc1ccccc1, Oc1cc(Cl)ccc1Cl, [Cs+], [Cs+]. Product: O=C(c1ccncc1Oc1cc(Cl)ccc1Cl)N1CCOc2ccccc21. RXN SMILES: [Br:1][c:2]1[cH:3][n:4][cH:5][cH:6][c:7]1[C:8](=[O:9])[N:10]1[CH2:11][CH2:12][O:13][c:14]2[c:15]1[cH:16][cH:17][cH:18][cH:19]2.[C:29](=[O:30])([O-:31])[O-:32].[CH3:35][c:36]1[cH:37][cH:38][cH:39][cH:40][cH:41]1.[Cl:20][c:21]1[c:22]([OH:28])[cH:23][c:24]([Cl:27])[cH:25][cH:26]1.[Cs+:33].[Cs+:34]>>[c:2]1([O:28][c:22]2[c:21]([Cl:20])[cH:26][cH:25][c:24]([Cl:27])[cH:23]2)[cH:3][n:4][cH:5][cH:6][c:7]1[C:8](=[O:9])[N:10]1[CH2:11][CH2:12][O:13][c:14]2[c:15]1[cH:16][cH:17][cH:18][cH:19]2. Starting materials: CC=1C(=CC(=NC1)CCC(=O)C1=CC=CC2=CC=CC=C12)N1CCCCC1 (5-methyl-2-[3-(1-naphthyl)-3-oxopropyl]-4-piperidinopyridine), O.NN (hydrazine hydrate), [OH-].[K+] (potassium hydroxide). Solvent: C(COCCOCCO)O (triethylene glycol). Reaction conditions: temperature 185 celsius. Product: CC=1C(=CC(=NC1)CCCC1=CC=CC2=CC=CC=C12)N1CCCCC1 (5-methyl-2-[3-(1-naphthyl)propyl]-4-piperidinopyridine). Reaction SMILES: [CH3:1][C:2]1[C:3]([N:22]2[CH2:27][CH2:26][CH2:25][CH2:24][CH2:23]2)=[CH:4][C:5]([CH2:8][CH2:9][C:10]([C:12]2[C:21]3[C:16](=[CH:17][CH:18]=[CH:19][CH:20]=3)[CH:15]=[CH:14][CH:13]=2)=O)=[N:6][CH:7]=1.O.NN.[OH-].[K+]>C(O)COCCOCCO>[CH3:1][C:2]1[C:3]([N:22]2[CH2:27][CH2:26][CH2:25][CH2:24][CH2:23]2)=[CH:4][C:5]([CH2:8][CH2:9][CH2:10][C:12]2[C:21]3[C:16](=[CH:17][CH:18]=[CH:19][CH:20]=3)[CH:15]=[CH:14][CH:13]=2)=[N:6][CH:7]=1 |f:1.2,3.4|. Procedure: To a solution of 86 mg of 5-methyl-2-[3-(1-naphthyl)-3-oxopropyl]-4-piperidinopyridine in 2 ml of triethylene glycol was added 48 mg of 100% hydrazine hydrate, and the mixture was heated at 110° to 120° C. for 2 hours. Then, 68 mg of potassium hydroxide was added, and the bath temperature was raised to about 185° C. The mixture was further heated at this temperature for 5 hours. The reaction mixture was poured into ice and extracted with ether. The ether layer was washed with water, dried over a... The reactants are BrC1=CC(=C(C(=O)OC)C=C1)CBr (methyl 4-bromo-2-(bromomethyl)benzoate), C[S-].[Na+] (sodium thiomethoxide), O (water). Run in C1(=CC=CC=C1)C (toluene). Run at temperature 100 celsius, time 2 hour. Product: BrC1=CC(=C(C(=O)OC)C=C1)CSC (methyl 4-bromo-2-(methylsulphenylmethyl)benzoate). Isolated yield 41.8%. RXN SMILES: [Br:1][C:2]1[CH:11]=[CH:10][C:5]([C:6]([O:8][CH3:9])=[O:7])=[C:4]([CH2:12]Br)[CH:3]=1.[CH3:14][S-:15].[Na+].O>C1(C)C=CC=CC=1>[Br:1][C:2]1[CH:11]=[CH:10][C:5]([C:6]([O:8][CH3:9])=[O:7])=[C:4]([CH2:12][S:15][CH3:14])[CH:3]=1 |f:1.2|. Reported procedure: A mixture of methyl 4-bromo-2-(bromomethyl)benzoate (12 g) and sodium thiomethoxide (2.5 g) in toluene was stirred at 100° C. for 2 hours. The mixture was then cooled, poured into water and extracted with ethyl acetate. The organic layer was separated, washed with brine, dried (anhydrous sodium sulphate) and evaporated to afford a brown oil which was purified by column chromatography on silica gel giving methyl 4-bromo-2-(methylsulphenylmethyl)benzoate (4.1 g) as white crystals, m.p. 79.3° C. Reactants: CCN(C(C)C)C(C)C, Clc1ccc(N2CCNCC2)cc1Cl, O=CCCc1cc(-c2ccc(F)cc2)n(-c2ccccc2)n1. Yields the product Fc1ccc(-c2cc(CCCN3CCN(c4ccc(Cl)c(Cl)c4)CC3)nn2-c2ccccc2)cc1. As a reaction SMILES: [CH:37]([N:38]([CH2:39][CH3:40])[CH:41]([CH3:42])[CH3:43])([CH3:44])[CH3:45].[Cl:23][c:24]1[cH:25][c:26]([N:31]2[CH2:32][CH2:33][NH:34][CH2:35][CH2:36]2)[cH:27][cH:28][c:29]1[Cl:30].[F:1][c:2]1[cH:3][cH:4][c:5](-[c:8]2[cH:9][c:10]([CH2:19][CH2:20][CH:21]=[O:22])[n:11][n:12]2-[c:13]2[cH:14][cH:15][cH:16][cH:17][cH:18]2)[cH:6][cH:7]1>>[F:1][c:2]1[cH:3][cH:4][c:5](-[c:8]2[cH:9][c:10]([CH2:19][CH2:20][CH2:21][N:34]3[CH2:33][CH2:32][N:31]([c:26]4[cH:25][c:24]([Cl:23])[c:29]([Cl:30])[cH:28][cH:27]4)[CH2:36][CH2:35]3)[n:11][n:12]2-[c:13]2[cH:14][cH:15][cH:16][cH:17][cH:18]2)[cH:6][cH:7]1.